Dataset: the Open Reaction Database (ORD), a public repository of structured organic reaction records. Task: describe an organic reaction: reactants, conditions, products, and yield Reactants: [BH4-].[Na+] (sodium borohydride), CC1OC(=C(C(C1C)=O)C)C(CC)=O (2,3-dihydro-2,3,5-trimethyl-6-(2-methyl-1-oxoethyl)-4H-pyran-4-one). The reagents and catalysts are [Cl-].[Zn+2].[Cl-] (zinc chloride). Run in O1CCCC1 (tetrahydrofuran). Reaction conditions: temperature 40 celsius, time 1 hour. Product: CC1OC(=C(C(C1C)=O)C)C(CC)O (2,3-dihydro-2,3,5-trimethyl-6-(2-methyl-1-hydroxyethyl)-4H-pyran-4-one). Yield: 87.8%. RXN SMILES: [BH4-].[Na+].[CH3:3][CH:4]1[CH:9]([CH3:10])[C:8](=[O:11])[C:7]([CH3:12])=[C:6]([C:13](=[O:16])[CH2:14][CH3:15])[O:5]1>O1CCCC1.[Cl-].[Zn+2].[Cl-]>[CH3:3][CH:4]1[CH:9]([CH3:10])[C:8](=[O:11])[C:7]([CH3:12])=[C:6]([CH:13]([OH:16])[CH2:14][CH3:15])[O:5]1 |f:0.1,4.5.6|. Reported procedure: After dissolving 6.8 g (0.05 moles) of zinc chloride in 120 ml of dehydrated tetrahydrofuran, 3.8 g (0.1 moles) of sodium borohydride were added to the solution. The mixture was agitated at 40° C. for 1 hour. After the mixture was cooled with ice, 9.8 g (0.05 moles) of 2,3-dihydro-2,3,5-trimethyl-6-(2-methyl-1-oxoethyl)-4H-pyran-4-one were dripped. After agitating the mixture for 3 hours, 8.7 g of 2,3-dihydro-2,3,5-trimethyl-6-(2-methyl-1-hydroxyethyl)-4H-pyran-4-one were obtained. The yield was... Reactants: C(C)(C)(C)OC(=O)N1CCN(CC1)C1=NC(=CN=C1Br)OCC1=CC(=CC=C1)Cl (3′-bromo-6′-(3-chloro-benzyloxy)-3,4,5,6-tetrahydro-2H-[1,2′]bipyrazinyl-4-carboxylic acid tert-butyl ester), CB(O)O (methylboronic acid), [O-]P(=O)([O-])[O-].[K+].[K+].[K+] (K3PO4), PdCl2dppf(CH2Cl2)2. The reagents and catalysts are C1=CC=C(C=C1)P([C-]2C=CC=C2)C3=CC=CC=C3.C1=CC=C(C=C1)P([C-]2C=CC=C2)C3=CC=CC=C3.[Fe+2] (dppf). Run in C1CCOC1 (THF). The product is C(C)(C)(C)OC(=O)N1CCN(CC1)C1=NC(=CN=C1C)OCC1=CC(=CC=C1)Cl (6′-(3-Chloro-benzyloxy)-3′-methyl-3,4,5,6-tetrahydro-2H-[1,2′]bipyrazinyl-4-carboxylic acid tert-butyl ester). Isolated yield 101.1%. Reaction SMILES: [C:1]([O:5][C:6]([N:8]1[CH2:13][CH2:12][N:11]([C:14]2[C:19](Br)=[N:18][CH:17]=[C:16]([O:21][CH2:22][C:23]3[CH:28]=[CH:27][CH:26]=[C:25]([Cl:29])[CH:24]=3)[N:15]=2)[CH2:10][CH2:9]1)=[O:7])([CH3:4])([CH3:3])[CH3:2].[CH3:30]B(O)O.[O-]P([O-])([O-])=O.[K+].[K+].[K+]>C1COCC1.C1C=CC(P(C2C=CC=CC=2)[C-]2C=CC=C2)=CC=1.C1C=CC(P(C2C=CC=CC=2)[C-]2C=CC=C2)=CC=1.[Fe+2]>[C:1]([O:5][C:6]([N:8]1[CH2:13][CH2:12][N:11]([C:14]2[C:19]([CH3:30])=[N:18][CH:17]=[C:16]([O:21][CH2:22][C:23]3[CH:28]=[CH:27][CH:26]=[C:25]([Cl:29])[CH:24]=3)[N:15]=2)[CH2:10][CH2:9]1)=[O:7])([CH3:4])([CH3:3])[CH3:2] |f:2.3.4.5,7.8.9|. Procedure details: A mixture of 3′-bromo-6′-(3-chloro-benzyloxy)-3,4,5,6-tetrahydro-2H-[1,2′]bipyrazinyl-4-carboxylic acid tert-butyl ester (I-3j) (82 mg, 0.17 mmol), methylboronic acid (15.3 mg, 0.25 mmol), K3PO4 (72 mg, 0.34 mmol), dppf (4.7 mg, 0.0085 mmol) and PdCl2dppf(CH2Cl2)2 (6.9 mg, 0.0085 mmol) in THF (anhydrous, 1.2 ml) under a nitrogen atmosphere was heated to reflux for 16 h. The reaction mixture was cooled to room temperature and filtered through a pad of silica gel, eluting with EtOAc-hexane (6:4). ... Yields the product NC=1C=C2CN(C(C2=CC1Cl)=O)C (5-amino-6-chloro-2-methylisoindolin-1-one). Procedure: To 6-chloro-2-methyl-5-nitroisoindolin-1-one (340 mg, 1.5 mmol) in ethanol (9 mL) and water (0.9 mL) was added SnCl2.2H2O (1.35 g, 6 mmol) and the mixture was heated to 65° C. for 5 h. DCM (20 mL) and 2M NaOH(aq) (10 mL) were added and the mixture was passed through a hydrophobic frit. The solvent was removed in vacuo to give 5-amino-6-chloro-2-methylisoindolin-1-one (251 mg, 85%) as an off-white solid. LCMS (10 cm_ESCI_Bicarb_MeCN): [M+H]+=197 at 2.31 min. 1H NMR (400 MHz, d6-DMSO): δ 7.45 (s, ... Conditions: temperature 65 celsius. The reactants are ClC1=C(C=C2CN(C(C2=C1)=O)C)[N+](=O)[O-] (6-chloro-2-methyl-5-nitroisoindolin-1-one), O.O.Cl[Sn]Cl (SnCl2.2H2O), C(Cl)Cl (DCM), [OH-].[Na+] (NaOH). Isolated yield 85.1%. RXN SMILES: [Cl:1][C:2]1[CH:10]=[C:9]2[C:5]([CH2:6][N:7]([CH3:12])[C:8]2=[O:11])=[CH:4][C:3]=1[N+:13]([O-])=O.O.O.Cl[Sn]Cl.C(Cl)Cl.[OH-].[Na+]>C(O)C.O>[NH2:13][C:3]1[CH:4]=[C:5]2[C:9](=[CH:10][C:2]=1[Cl:1])[C:8](=[O:11])[N:7]([CH3:12])[CH2:6]2 |f:1.2.3,5.6|. The solvent is C(C)O (ethanol), O (water).